Dataset: the Open Reaction Database (ORD), a public repository of structured organic reaction records. Task: describe an organic reaction: reactants, conditions, products, and yield Starting materials: FC1=CC=C(C=C1)C1=CC=C(C=C1)[C@H](C)N1C(O[C@@](CC1)(CCO)C1=CC=C(C=C1)F)=O ((S)-3-((S)-1-(4′-fluorobiphenyl-4-yl)ethyl)-6-(4-fluorophenyl)-6-(2-hydroxyethyl)-1,3-oxazinan-2-one), N1CCCC1 (pyrrolidine). Product: FC1=CC=C(C=C1)C1=CC=C(C=C1)[C@H](C)N1C(O[C@@](CC1)(CCN1CCCC1)C1=CC=C(C=C1)F)=O ((R)-3-((S)-1-(4′-fluorobiphenyl-4-yl)ethyl)-6-(4-fluorophenyl)-6-(2-(pyrrolidin-1-yl)ethyl)-1,3-oxazinan-2-one). As a reaction SMILES: [F:1][C:2]1[CH:7]=[CH:6][C:5]([C:8]2[CH:13]=[CH:12][C:11]([C@@H:14]([N:16]3[CH2:21][CH2:20][C@@:19]([C:25]4[CH:30]=[CH:29][C:28]([F:31])=[CH:27][CH:26]=4)([CH2:22][CH2:23]O)[O:18][C:17]3=[O:32])[CH3:15])=[CH:10][CH:9]=2)=[CH:4][CH:3]=1.[NH:33]1[CH2:37][CH2:36][CH2:35][CH2:34]1>>[F:1][C:2]1[CH:3]=[CH:4][C:5]([C:8]2[CH:9]=[CH:10][C:11]([C@@H:14]([N:16]3[CH2:21][CH2:20][C@@:19]([C:25]4[CH:26]=[CH:27][C:28]([F:31])=[CH:29][CH:30]=4)([CH2:22][CH2:23][N:33]4[CH2:37][CH2:36][CH2:35][CH2:34]4)[O:18][C:17]3=[O:32])[CH3:15])=[CH:12][CH:13]=2)=[CH:6][CH:7]=1. Reported procedure: The title compound was prepared from (S)-3-((S)-1-(4′-fluorobiphenyl-4-yl)ethyl)-6-(4-fluorophenyl)-6-(2-hydroxyethyl)-1,3-oxazinan-2-one following procedures analogous to those described in Example 178 using pyrrolidine in Step 2. LC-MS Method 2 tR=1.225 min, m/z=491.1; 1H NMR (CD3OD) 1.62 (d, 3H), 2.01 (m, 2H), 2.14 (m, 2H), 2.22-2.49 (m, 4H), 2.56 (m, 1H), 2.92-3.13 (m, 3H), 3.19 (m, 1H), 3.41 (m, 1H), 3.69 (m, 2H), 5.64 (m, 1H), 7.12 (d, 2H), 7.21 (m, 3H), 7.43 (m, 4H), 7.57 (m, 2H).